Dataset: the Open Reaction Database (ORD), a public repository of structured organic reaction records. Task: describe an organic reaction: reactants, conditions, products, and yield Starting materials: O (water), O1CCCC=C1 (dihydropyran), C=1(C(=CC=CC1)S(=O)(=O)O)C (toluenesulfonic acid), C(C)S(=O)C=1OC2=CC=CC=C2C(C1CO)=O (2-ethylsulfinyl-3-hydroxymethyl chromen-4-one). The solvent is ClCCl (dichloromethane), C(C)(=O)OCC (Ethyl acetate). Conditions: time 3 hour. The product is C(C)S(=O)C=1OC2=CC=CC=C2C(C1COC1OCCCC1)=O (2-ethylsulfinyl-3-((2-tetrahydropyranyloxy)methyl) chromen-4-one). As a reaction SMILES: [CH2:1]([S:3]([C:5]1[O:6][C:7]2[C:12]([C:13](=[O:17])[C:14]=1[CH2:15][OH:16])=[CH:11][CH:10]=[CH:9][CH:8]=2)=[O:4])[CH3:2].[O:18]1[CH:23]=[CH:22][CH2:21][CH2:20][CH2:19]1.C1(C)C(S(O)(=O)=O)=CC=CC=1.O>ClCCl.C(OCC)(=O)C>[CH2:1]([S:3]([C:5]1[O:6][C:7]2[C:12]([C:13](=[O:17])[C:14]=1[CH2:15][O:16][CH:19]1[CH2:20][CH2:21][CH2:22][CH2:23][O:18]1)=[CH:11][CH:10]=[CH:9][CH:8]=2)=[O:4])[CH3:2]. Procedure details: To 2-ethylsulfinyl-3-hydroxymethyl chromen-4-one (5 g, 19.8 mmol) dissolved in dichloromethane (20 mL) in a 25 mL round bottom flask is added dihydropyran (29.7 mmol) and toluenesulfonic acid (0.99 mol). The reaction mixture is stirred for 3 hours after which it is poured into a separatory funnel and water is added. Ethyl acetate is then added and the layers are separated. The organic layer is washed with water (3×10) and brine and dried over sodium sulfate and filtered. The filtrate is concentr... Reactants: COC1=CC=C2C(C(CSC2=C1)(C)C1=CC=C(C=C1)OC)CCCCCCCCCSCCCCC (7-methoxy-3-(4-methoxyphenyl)-3-methyl-4-(9-pentylthiononyl)thiochroman), solution, B(Br)(Br)Br (boron tribromide). The solvent is ClCCl (dichloromethane), ClCCl (dichloromethane). Reaction conditions: time 1 hour. Yields the product OC1=CC=C2C(C(CSC2=C1)(C)C1=CC=C(C=C1)O)CCCCCCCCCSCCCCC ((3RS,4RS)-7-hydroxy-3-(4-hydroxyphenyl)-3-methyl-4-(9-pentylthiononyl)thiochroman). Yield: 81.7%. Reaction SMILES: C[O:2][C:3]1[CH:12]=[C:11]2[C:6]([CH:7]([CH2:22][CH2:23][CH2:24][CH2:25][CH2:26][CH2:27][CH2:28][CH2:29][CH2:30][S:31][CH2:32][CH2:33][CH2:34][CH2:35][CH3:36])[C:8]([C:14]3[CH:19]=[CH:18][C:17]([O:20]C)=[CH:16][CH:15]=3)([CH3:13])[CH2:9][S:10]2)=[CH:5][CH:4]=1.B(Br)(Br)Br>ClCCl>[OH:2][C:3]1[CH:12]=[C:11]2[C:6]([CH:7]([CH2:22][CH2:23][CH2:24][CH2:25][CH2:26][CH2:27][CH2:28][CH2:29][CH2:30][S:31][CH2:32][CH2:33][CH2:34][CH2:35][CH3:36])[C:8]([C:14]3[CH:19]=[CH:18][C:17]([OH:20])=[CH:16][CH:15]=3)([CH3:13])[CH2:9][S:10]2)=[CH:5][CH:4]=1. Procedure details: To a solution of 7-methoxy-3-(4-methoxyphenyl)-3-methyl-4-(9-pentylthiononyl)thiochroman (230 mg, 0.435 mmol) in dry dichloromethane (20 ml) was added dropwise 1M solution of boron tribromide in dichloromethane (3.04 ml, 3.04 mmol) at -78° C. and stirred at the same temperature for one hour. Then the reaction mixture was warmed to room temperature and stirring was continued for additional 10 hours. The reaction mixture was quenched with water and then diluted with ethyl acetate. The organic laye... Reactants: CS(=O)(=O)O, COC(=O)C(=O)c1ccc(O)cc1, CN(C)C=O, [H-], [Na+], OCCOc1ccc(Oc2ccccc2)cc1. Product: COC(=O)C(=O)c1ccc(OCCOc2ccc(Oc3ccccc3)cc2)cc1. Reaction SMILES: [CH3:16][S:17]([OH:18])(=[O:19])=[O:20].[CH3:1][O:2][C:3]([C:4]([c:5]1[cH:6][cH:7][c:8]([OH:11])[cH:9][cH:10]1)=[O:12])=[O:13].[CH3:38][N:39]([CH3:40])[CH:41]=[O:42].[H-:14].[Na+:15].[O:21]([c:22]1[cH:23][cH:24][cH:25][cH:26][cH:27]1)[c:28]1[cH:29][cH:30][c:31]([O:32][CH2:33][CH2:34][OH:35])[cH:36][cH:37]1>>[CH3:1][O:2][C:3]([C:4]([c:5]1[cH:6][cH:7][c:8]([O:11][CH2:34][CH2:33][O:32][c:31]2[cH:30][cH:29][c:28]([O:21][c:22]3[cH:23][cH:24][cH:25][cH:26][cH:27]3)[cH:37][cH:36]2)[cH:9][cH:10]1)=[O:12])=[O:13]. Starting materials: C1CCC2=NCCCN2CC1 (DBU), ClC=1C=C(C=CC1F)NC1=C(C(=NC=N1)SCC(=O)O)C#N ([6-(3-chloro-4-fluoro-phenylamino)-5-cyano-pyrimidin-4-ylsulfanyl]-acetic acid), 1h. Solvent: C1CCOC1 (THF). Product: ClC=1C=C(C=CC1F)NC=1C2=C(N=CN1)SC=C2N (N-(3-chloro-4-fluoro-phenyl)-thieno[2,3-d]pyrimidine-4,5-diamine), 84a. Isolated yield 32.0%. Reaction SMILES: C1CCN2C(=NCCC2)CC1.[Cl:12][C:13]1[CH:14]=[C:15]([NH:20][C:21]2[N:26]=[CH:25][N:24]=[C:23]([S:27][CH2:28]C(O)=O)[C:22]=2[C:32]#[N:33])[CH:16]=[CH:17][C:18]=1[F:19]>C1COCC1>[Cl:12][C:13]1[CH:14]=[C:15]([NH:20][C:21]2[C:22]3[C:32]([NH2:33])=[CH:28][S:27][C:23]=3[N:24]=[CH:25][N:26]=2)[CH:16]=[CH:17][C:18]=1[F:19]. Procedure details: DBU (0.88 mL, 5.9 mmol) was added to a solution of [6-(3-chloro-4-fluoro-phenylamino)-5-cyano-pyrimidin-4-ylsulfanyl]-acetic acid Compound 1h (2.0 g, 5.9 mmol) in THF (50 mL). The solution was heated to reflux for 24 hrs and then cooled to room temperature. The mixture was partitioned between EtOAc and 1 N NH4Cl. The organic layer washed twice with 1 N NH4Cl and once with brine. The organic solution was dried over Na2SO4, filtered and concentrated to dryness. The residue was purified by flash ch... Starting materials: CCOC(=O)CC(C)=O, O=C(c1ccc(F)cc1)C1CCN(CCCl)CC1, [H-], [I-], [Na+], [Na+], C1CCOC1. The product is CCOC(=O)C(CCN1CCC(C(=O)c2ccc(F)cc2)CC1)C(C)=O. Reaction SMILES: [C:1]([CH2:2][C:3](=[O:4])[CH3:5])(=[O:6])[O:7][CH2:8][CH3:9].[Cl:14][CH2:15][CH2:16][N:17]1[CH2:18][CH2:19][CH:20]([C:23]([c:24]2[cH:25][cH:26][c:27]([F:30])[cH:28][cH:29]2)=[O:31])[CH2:21][CH2:22]1.[H-:10].[I-:13].[Na+:11].[Na+:12].[O:32]1[CH2:33][CH2:34][CH2:35][CH2:36]1>>[C:1]([CH:2]([C:3](=[O:4])[CH3:5])[CH2:15][CH2:16][N:17]1[CH2:18][CH2:19][CH:20]([C:23]([c:24]2[cH:25][cH:26][c:27]([F:30])[cH:28][cH:29]2)=[O:31])[CH2:21][CH2:22]1)(=[O:6])[O:7][CH2:8][CH3:9]. Starting materials: N1C(=O)C(=O)C2=CC=CC=C12 (isatin), C(C1=CC=CC=C1)(=O)NN (benzhydrazide). The product is C(CCCC)N1C(\C(\C2=CC=CC=C12)=N/NC(C1=CC=CC=C1)=O)=O (N′-[(3Z)-1-(1-pentyl)-2-oxo-1,2-dihydro-3H-indol-3-ylidene]benzohydrazide). Yield: 78.1%. Reaction SMILES: [NH:1]1[C:11]2[C:6](=[CH:7][CH:8]=[CH:9][CH:10]=2)[C:4](=O)[C:2]1=[O:3].[C:12]([NH:20][NH2:21])(=[O:19])[C:13]1[CH:18]=[CH:17][CH:16]=[CH:15][CH:14]=1>>[CH2:2]([N:1]1[C:11]2[C:6](=[CH:7][CH:8]=[CH:9][CH:10]=2)/[C:4](=[N:21]/[NH:20][C:12](=[O:19])[C:13]2[CH:18]=[CH:17][CH:16]=[CH:15][CH:14]=2)/[C:2]1=[O:3])[CH2:4][CH2:6][CH2:7][CH3:8]. Procedure: The title compound was prepared as a yellow solid, using isatin 6 and benzhydrazide according to the synthetic method D. The resulting solid was washed with ethanol. Yield: 78.1%. 1H NMR (DMSO-d6): δ 0.90 (t, J=6.5 Hz, 3H), 1.34-1.36 (m, 4H), 1.63-1.68 (m, 2H), 3.80 (t, J=7 Hz, 2H), 7.22 (t, Hz, J=7.5 Hz, 1H), 7.26 (d, J=7.5 Hz, 1H), 7.52 (t, J=7.5 Hz, 1H), 7.65-7.70 (m, 3H), 7.74 (t, Hz, J=7 Hz, 1H), 7.96 (d, (d, J=7, 2H), 13.95 (br s, 1H). 13C NMR (DMSO-d6): δ 14.30 (CH3), 22.27 (CH2), 27.15 (... Reactants: CC(=O)[O-], CC(=O)[O-], C[O-], CO, NC(Cc1ccccc1)C(=O)O, [Na+], O, O, [Zn+2]. Yields the product NC(Cc1ccccc1)C(=O)O, [Zn]. Reaction SMILES: [C:18]([O-:19])(=[O:20])[CH3:21].[C:23]([O-:24])(=[O:25])[CH3:26].[CH3:13][O-:14].[CH3:27][OH:28].[NH2:1][CH:2]([CH2:3][c:4]1[cH:5][cH:6][cH:7][cH:8][cH:9]1)[C:10]([OH:11])=[O:12].[Na+:15].[OH2:16].[OH2:17].[Zn+2:22]>>[NH2:1][CH:2]([CH2:3][c:4]1[cH:5][cH:6][cH:7][cH:8][cH:9]1)[C:10](=[O:11])[OH:12].[Zn:22]. Reactants: CCCC(=O)c1cnc2c(OC)cccc2c1Cl, Cc1ccc(CO)cc1N, C1COCCO1. The product is CCCC(=O)c1cnc2c(OC)cccc2c1Nc1cc(CO)ccc1C. As a reaction SMILES: [C:1]([CH2:2][CH2:3][CH3:4])(=[O:5])[c:6]1[cH:7][n:8][c:9]2[c:10]([O:17][CH3:18])[cH:11][cH:12][cH:13][c:14]2[c:15]1[Cl:16].[NH2:19][c:20]1[cH:21][c:22]([CH2:23][OH:24])[cH:25][cH:26][c:27]1[CH3:28].[O:29]1[CH2:30][CH2:31][O:32][CH2:33][CH2:34]1>>[C:1]([CH2:2][CH2:3][CH3:4])(=[O:5])[c:6]1[cH:7][n:8][c:9]2[c:10]([O:17][CH3:18])[cH:11][cH:12][cH:13][c:14]2[c:15]1[NH:19][c:20]1[cH:21][c:22]([CH2:23][OH:24])[cH:25][cH:26][c:27]1[CH3:28]. Reactants: NC=1C(N(C(=CC1)C1=CC=CC=C1)CC(=O)NC(C(C(F)(F)F)=O)C(C)C)=O (2-(3-Amino-2-oxo-6-phenyl-1,2-dihydro-1-pyridyl)-N-(3,3,3-trifluoro-1-isopropyl-2-oxopropyl)acetamide), COC1=CC=C(C=C1)CC(=O)O (4-methoxyphenyl acetic acid), ON1N=NC2=C1C=CC=C2 (1-hydroxybenzotriazole), C(C(=O)C)(=O)O (pyruvic acid). Reagents/catalysts: CN(C1=CC=NC=C1)C (4-dimethylaminopyridine). Solvent: ClCCl (dichloromethane), O1CCCC1 (tetrahydrofuran), ClCCl (dichloromethane). Run at time 72 hour. Yields the product O=C1N(C(=CC=C1NC(C(=O)C)=O)C1=CC=CC=C1)CC(=O)NC(C(C(F)(F)F)=O)C(C)C (2-(2-Oxo-6-phenyl-3-pyruvoylamino-1,2-dihydro-1-pyridyl)-N-(3,3,3-trifluoro-1-isopropyl-2-oxopropyl)acetamide). As a reaction SMILES: [NH2:1][C:2]1[C:3](=[O:28])[N:4]([CH2:14][C:15]([NH:17][CH:18]([CH:25]([CH3:27])[CH3:26])[C:19](=[O:24])[C:20]([F:23])([F:22])[F:21])=[O:16])[C:5]([C:8]2[CH:13]=[CH:12][CH:11]=[CH:10][CH:9]=2)=[CH:6][CH:7]=1.ON1C2C=CC=CC=2N=N1.[C:39](O)(=[O:43])[C:40]([CH3:42])=[O:41].COC1C=CC(CC(O)=O)=CC=1>CN(C)C1C=CN=CC=1.ClCCl.O1CCCC1>[O:28]=[C:3]1[C:2]([NH:1][C:39](=[O:43])[C:40]([CH3:42])=[O:41])=[CH:7][CH:6]=[C:5]([C:8]2[CH:13]=[CH:12][CH:11]=[CH:10][CH:9]=2)[N:4]1[CH2:14][C:15]([NH:17][CH:18]([CH:25]([CH3:26])[CH3:27])[C:19](=[O:24])[C:20]([F:22])([F:23])[F:21])=[O:16]. Procedure details: 2-(3-Amino-2-oxo-6-phenyl-1,2-dihydro-1-pyridyl)-N-(3,3,3-trifluoro-1-isopropyl-2-oxopropyl)acetamide was subjected to procedure similar to Acylation Method B, but substituting: dichloromethane for tetrahydrofuran, 4-dimethylaminopyridine for 1-hydroxybenzotriazole, and pyruvic acid for 4-methoxyphenyl acetic acid. After 72 h, dichloromethane was added and the mixture was washed (water, brine), dried (magnesium sulfate) and evaporated. Chromatography, eluting with dichloromethane:methanol (gradi...